From a dataset of the Open Reaction Database (ORD), a public repository of structured organic reaction records. describe an organic reaction: reactants, conditions, products, and yield Reactants: FC=1C=CC=C2C(=NNC12)C1=C(C=C(C=C1)OC)C (7-fluoro-3-(4-methoxy-2-methylphenyl)-1H-indazole), [H-].[Na+] (sodium hydride), ICCC (1-iodopropane). Product: FC1=CC=CC2=C(N(N=C12)CCC)C1=C(C=C(C=C1)OC)C (7-fluoro-3-(4-methoxy-2-methylphenyl)-2-propyl-2H-indazole). Isolated yield 45.8%. Reaction SMILES: [F:1][C:2]1[CH:3]=[CH:4][CH:5]=[C:6]2[C:10]=1[NH:9][N:8]=[C:7]2[C:11]1[CH:16]=[CH:15][C:14]([O:17][CH3:18])=[CH:13][C:12]=1[CH3:19].[H-].[Na+].I[CH2:23][CH2:24][CH3:25]>>[F:1][C:2]1[C:10]2[C:6](=[C:7]([C:11]3[CH:16]=[CH:15][C:14]([O:17][CH3:18])=[CH:13][C:12]=3[CH3:19])[N:8]([CH2:23][CH2:24][CH3:25])[N:9]=2)[CH:5]=[CH:4][CH:3]=1 |f:1.2|. Procedure: Prepared according to Method D step B from 7-fluoro-3-(4-methoxy-2-methylphenyl)-1H-indazole (0.150 g, 0.52 mmol), sodium hydride (60% in oil, 0.025 g, 1.04 mmol) and 1-iodopropane (0.075 mL, 0.7 mmol) to give the title compound (0.071 g) as a white solid.